This data is from the Open Reaction Database (ORD), a public repository of structured organic reaction records. The task is: describe an organic reaction: reactants, conditions, products, and yield Reactants: O=S(=O)(c1ccc(Br)s1)N1CCNC(CC2CCOCC2)C1, O=C([O-])[O-], CCOC(C)=O, OC(c1cnc(Cl)nc1)(C(F)(F)F)C(F)(F)F, [K+], [K+], CN(C)C=O, O. Yields the product O=S(=O)(c1ccc(Br)s1)N1CCN(c2ncc(C(O)(C(F)(F)F)C(F)(F)F)cn2)C(CC2CCOCC2)C1. RXN SMILES: [Br:1][c:2]1[cH:3][cH:4][c:5]([S:7](=[O:8])(=[O:9])[N:10]2[CH2:11][CH:12]([CH2:16][CH:17]3[CH2:18][CH2:19][O:20][CH2:21][CH2:22]3)[NH:13][CH2:14][CH2:15]2)[s:6]1.[C:40](=[O:41])([O-:42])[O-:43].[CH3:52][CH2:53][O:54][C:55]([CH3:56])=[O:57].[Cl:23][c:24]1[n:25][cH:26][c:27]([C:30]([C:31]([F:32])([F:33])[F:34])([C:35]([F:36])([F:37])[F:38])[OH:39])[cH:28][n:29]1.[K+:44].[K+:45].[O:46]=[CH:47][N:48]([CH3:49])[CH3:50].[OH2:51]>>[Br:1][c:2]1[cH:3][cH:4][c:5]([S:7](=[O:8])(=[O:9])[N:10]2[CH2:11][CH:12]([CH2:16][CH:17]3[CH2:18][CH2:19][O:20][CH2:21][CH2:22]3)[N:13]([c:24]3[n:25][cH:26][c:27]([C:30]([C:31]([F:32])([F:33])[F:34])([C:35]([F:36])([F:37])[F:38])[OH:39])[cH:28][n:29]3)[CH2:14][CH2:15]2)[s:6]1. Starting materials: CO, NCc1ccc(F)cc1, COC(=O)c1nc2n(c(=O)c1O)CCCC2. The product is O=C(NCc1ccc(F)cc1)c1nc2n(c(=O)c1O)CCCC2. RXN SMILES: [CH3:26][OH:27].[F:17][c:18]1[cH:19][cH:20][c:21]([CH2:22][NH2:23])[cH:24][cH:25]1.[OH:1][c:2]1[c:3]([C:13]([O:15][CH3:14])=[O:16])[n:4][c:5]2[n:6]([c:7]1=[O:8])[CH2:9][CH2:10][CH2:11][CH2:12]2>>[OH:1][c:2]1[c:3]([C:13](=[O:15])[NH:23][CH2:22][c:21]2[cH:20][cH:19][c:18]([F:17])[cH:25][cH:24]2)[n:4][c:5]2[n:6]([c:7]1=[O:8])[CH2:9][CH2:10][CH2:11][CH2:12]2. The reactants are CSc1cc2c(c(C(F)(F)F)c1)C(=O)N1CCN(C(=O)OC(C)(C)C)CC21, Cl, O. Product: Cl, CSc1cc2c(c(C(F)(F)F)c1)C(=O)N1CCNCC21. Reaction SMILES: [C:1]([O:2][C:3](=[O:4])[N:8]1[CH2:9][CH:10]2[N:11]([C:12](=[O:25])[c:13]3[c:14]([C:21]([F:22])([F:23])[F:24])[cH:15][c:16]([S:19][CH3:20])[cH:17][c:18]32)[CH2:26][CH2:27]1)([CH3:5])([CH3:6])[CH3:7].[ClH:28].[OH2:29]>>[ClH:28].[NH:8]1[CH2:9][CH:10]2[N:11]([C:12](=[O:25])[c:13]3[c:14]([C:21]([F:22])([F:23])[F:24])[cH:15][c:16]([S:19][CH3:20])[cH:17][c:18]32)[CH2:26][CH2:27]1. Reactants: Cc1c(Cl)cccc1S(=O)(=O)Cl, COc1ncc(Cl)nc1N. Product: COc1ncc(Cl)nc1NS(=O)(=O)c1cccc(Cl)c1C. RXN SMILES: [Cl:11][c:12]1[c:13]([CH3:22])[c:14]([S:18](=[O:19])(=[O:20])[Cl:21])[cH:15][cH:16][cH:17]1.[Cl:1][c:2]1[cH:3][n:4][c:5]([O:9][CH3:10])[c:6]([NH2:8])[n:7]1>>[Cl:1][c:2]1[cH:3][n:4][c:5]([O:9][CH3:10])[c:6]([NH:8][S:18]([c:14]2[c:13]([CH3:22])[c:12]([Cl:11])[cH:17][cH:16][cH:15]2)(=[O:19])=[O:20])[n:7]1.